Dataset: the Open Reaction Database (ORD), a public repository of structured organic reaction records. Task: describe an organic reaction: reactants, conditions, products, and yield Starting materials: COC(OC)C(C)C1CCC2C3=CC=C4CC(OC(C)=O)C5OC5C4(C)C3CCC21C, CC(=O)OC1CC2=CC=C3C4CCC(C(C)C5OCC(C)(C)CO5)C4(C)CCC3C2(C)C2OC12. Product: COC(OC)C(C)C1CCC2C3=CC=C4CC(O)C5OC5C4(C)C3CCC21C. As a reaction SMILES: [C:1](=[O:2])([CH3:3])[O:4][CH:5]1[CH2:6][C:7]2=[CH:8][CH:9]=[C:10]3[CH:11]4[CH2:12][CH2:13][CH:14]([CH:15]([CH:16]([O:17][CH3:18])[O:19][CH3:20])[CH3:21])[C:22]4([CH3:31])[CH2:23][CH2:24][CH:25]3[C:26]2([CH3:30])[CH:27]2[CH:28]1[O:29]2.[C:32]([O:33][CH:34]1[CH:35]2[O:36][CH:37]2[C:38]2([CH3:39])[C:40](=[CH:41][CH:42]=[C:43]3[CH:44]2[CH2:45][CH2:46][C:47]2([CH3:48])[CH:49]3[CH2:50][CH2:51][CH:52]2[CH:53]([CH:54]2[O:55][CH2:56][C:57]([CH3:58])([CH3:59])[CH2:60][O:61]2)[CH3:62])[CH2:63]1)(=[O:64])[CH3:65]>>[OH:4][CH:5]1[CH2:6][C:7]2=[CH:8][CH:9]=[C:10]3[CH:11]4[CH2:12][CH2:13][CH:14]([CH:15]([CH:16]([O:17][CH3:18])[O:19][CH3:20])[CH3:21])[C:22]4([CH3:31])[CH2:23][CH2:24][CH:25]3[C:26]2([CH3:30])[CH:27]2[CH:28]1[O:29]2.